From a dataset of the Open Reaction Database (ORD), a public repository of structured organic reaction records. describe an organic reaction: reactants, conditions, products, and yield The reactants are C1CCOC1, CO, COc1ccc([N+](=O)[O-])cc1-c1cccc(CNC(C)C)c1. Yields the product COc1ccc(N)cc1-c1cccc(CNC(C)C)c1. Reaction SMILES: [CH2:25]1[O:26][CH2:27][CH2:28][CH2:29]1.[CH3:23][OH:24].[CH:1]([CH3:2])([CH3:3])[NH:4][CH2:5][c:6]1[cH:7][c:8](-[c:12]2[c:13]([O:21][CH3:22])[cH:14][cH:15][c:16]([N+:18]([O-:19])=[O:20])[cH:17]2)[cH:9][cH:10][cH:11]1>>[CH:1]([CH3:2])([CH3:3])[NH:4][CH2:5][c:6]1[cH:7][c:8](-[c:12]2[c:13]([O:21][CH3:22])[cH:14][cH:15][c:16]([NH2:18])[cH:17]2)[cH:9][cH:10][cH:11]1. Reactants: COc1cc2c(Nc3ccc(Br)cc3F)ncnc2cc1O, ClCCl, CNCCCO, CCOC(=O)N=NC(=O)OCC, c1ccc(P(c2ccccc2)c2ccccc2)cc1. The product is CNCCCOc1cc2ncnc(Nc3ccc(Br)cc3F)c2cc1OC. RXN SMILES: [Br:13][c:14]1[cH:15][c:16]([F:34])[c:17]([NH:18][c:19]2[n:20][cH:21][n:22][c:23]3[cH:24][c:25]([OH:31])[c:26]([O:29][CH3:30])[cH:27][c:28]23)[cH:32][cH:33]1.[CH2:60]([Cl:61])[Cl:62].[CH3:54][NH:55][CH2:56][CH2:57][CH2:58][OH:59].[O:1]=[C:2]([O:3][CH2:4][CH3:5])[N:6]=[N:7][C:8]([O:9][CH2:10][CH3:11])=[O:12].[c:35]1([P:36]([c:37]2[cH:38][cH:39][cH:40][cH:41][cH:42]2)[c:43]2[cH:44][cH:45][cH:46][cH:47][cH:48]2)[cH:49][cH:50][cH:51][cH:52][cH:53]1>>[Br:13][c:14]1[cH:15][c:16]([F:34])[c:17]([NH:18][c:19]2[n:20][cH:21][n:22][c:23]3[cH:24][c:25]([O:31][CH2:58][CH2:57][CH2:56][NH:55][CH3:54])[c:26]([O:29][CH3:30])[cH:27][c:28]23)[cH:32][cH:33]1. Starting materials: [Na] (sodium), CC1=NN(C=C1C)C(=S)[S-] (3,4-dimethylpyrazole-1-carbodithioate), [Cl-].[Zn+2].[Cl-] (zinc chloride). Solvent: O (water), O (water). The product is CC1=NN(C=C1C)C(=S)[S-].CC1=NN(C=C1C)C(=S)[S-].[Zn+2] (Zinc bis (3,4-dimethylpyrazole-1-carbodithioate)). Reaction SMILES: [Na].[CH3:2][C:3]1[C:7]([CH3:8])=[CH:6][N:5]([C:9]([S-:11])=[S:10])[N:4]=1.[Cl-].[Zn+2:13].[Cl-]>O>[CH3:2][C:3]1[C:7]([CH3:8])=[CH:6][N:5]([C:9]([S-:11])=[S:10])[N:4]=1.[CH3:2][C:3]1[C:7]([CH3:8])=[CH:6][N:5]([C:9]([S-:11])=[S:10])[N:4]=1.[Zn+2:13] |f:2.3.4,6.7.8,^1:0|. Procedure: A mixture is prepared by admixing 7.9 grams of the sodium salt of 3,4-dimethylpyrazole-1-carbodithioate in 50 milliliters of deionized water. This mixture is added to a mixture of 2.6 grams of zinc chloride in 250 milliliters of deionized water. A precipitate formed immediately and the product was recovered by filtration and dried. The product was recovered in a yield of 6.2 grams (75 percent of theoretical). The product decomposed above 210° C. Upon analysis, the product was found to have carbo... Starting materials: C(C1=CC=CC=C1)OC(=O)N1[C@H](C(NCC1)=O)CCSC (4-benzyloxycarbonyl-3-(S)-(2-methylsulfanyl-ethyl)-piperazin-2-one), [H-].[Na+] (sodium hydride), C(C1=CC=CC=C1)(C1=CC=CC=C1)=NC1=C(C#N)C=CC(=C1)CBr (2-(benzhydrylidene-amino)-4-bromomethyl-benzonitrile). Solvent: CN(C)C=O (DMF), CN(C)C=O (DMF), C(C)(=O)[O-] (acetate). Run at time 10 minute. Yields the product C(C1=CC=CC=C1)OC(=O)N1[C@H](C(N(CC1)CC1=CC(=C(C=C1)C#N)N=C(C1=CC=CC=C1)C1=CC=CC=C1)=O)CCSC (4-Benzyloxycarbonyl-1-[3-(benzhydrylidene-amino)-4-cyano-benzyl]-3-(S)-(2-methylsulfanyl-ethyl)-piperazin-2-one). The yield is 79.8%. Reaction SMILES: [CH2:1]([O:8][C:9]([N:11]1[CH2:16][CH2:15][NH:14][C:13](=[O:17])[C@@H:12]1[CH2:18][CH2:19][S:20][CH3:21])=[O:10])[C:2]1[CH:7]=[CH:6][CH:5]=[CH:4][CH:3]=1.[H-].[Na+].[C:24](=[N:37][C:38]1[CH:45]=[C:44]([CH2:46]Br)[CH:43]=[CH:42][C:39]=1[C:40]#[N:41])([C:31]1[CH:36]=[CH:35][CH:34]=[CH:33][CH:32]=1)[C:25]1[CH:30]=[CH:29][CH:28]=[CH:27][CH:26]=1>CN(C=O)C.C([O-])(=O)C>[CH2:1]([O:8][C:9]([N:11]1[CH2:16][CH2:15][N:14]([CH2:46][C:44]2[CH:43]=[CH:42][C:39]([C:40]#[N:41])=[C:38]([N:37]=[C:24]([C:25]3[CH:30]=[CH:29][CH:28]=[CH:27][CH:26]=3)[C:31]3[CH:36]=[CH:35][CH:34]=[CH:33][CH:32]=3)[CH:45]=2)[C:13](=[O:17])[C@@H:12]1[CH2:18][CH2:19][S:20][CH3:21])=[O:10])[C:2]1[CH:7]=[CH:6][CH:5]=[CH:4][CH:3]=1 |f:1.2|. Procedure: To a solution of 4-benzyloxycarbonyl-3-(S)-(2-methylsulfanyl-ethyl)-piperazin-2-one (1.15 g, 3.74 mmol) in 10 ml of DMF is added at 0° C. sodium hydride (164 mg at 60% in oil, 4.12 mmol). The solution is stirred 10 minutes then 2-(benzhydrylidene-amino)-4-bromomethyl-benzonitrile (2.6 g at 52%, 3.74 mmol) in 25 ml of DMF is added dropwise. The resulting mixture is stirred for 20 hours at room temperature, diluted with ethyle acetate, washed with water, with a saturated aqueous NaHCO3 solution, b... The reactants are C(C1=CC=CC=C1)NC1=C2C(C(=CN(C2=C(C(=C1F)N1CCN(CC1)C)F)C1CC1)C(=O)O)=O (5-benzylamino-1-cyclopropyl-6,8-difluoro-7-(4-methyl-1-piperazinyl)-1,4-dihydro-4-oxoquinoline-3-carboxylic acid), C(C)(=O)O (acetic acid). The reagents and catalysts are [C].[Pd] (palladium-carbon). Solvent: C(C)O (ethanol). Run at time 30 minute. Yields the product NC1=C2C(C(=CN(C2=C(C(=C1F)N1CCN(CC1)C)F)C1CC1)C(=O)O)=O (5-amino-1-cyclopropyl-6,8-difluoro-7-(4-methyl-1-piperazinyl)-1,4-dihydro-4-oxoquinoline-3-carboxylic acid). The yield is 90.2%. Reaction SMILES: C([NH:8][C:9]1[C:18]([F:19])=[C:17]([N:20]2[CH2:25][CH2:24][N:23]([CH3:26])[CH2:22][CH2:21]2)[C:16]([F:27])=[C:15]2[C:10]=1[C:11](=[O:34])[C:12]([C:31]([OH:33])=[O:32])=[CH:13][N:14]2[CH:28]1[CH2:30][CH2:29]1)C1C=CC=CC=1.C(O)(=O)C>[C].[Pd].C(O)C>[NH2:8][C:9]1[C:18]([F:19])=[C:17]([N:20]2[CH2:21][CH2:22][N:23]([CH3:26])[CH2:24][CH2:25]2)[C:16]([F:27])=[C:15]2[C:10]=1[C:11](=[O:34])[C:12]([C:31]([OH:33])=[O:32])=[CH:13][N:14]2[CH:28]1[CH2:30][CH2:29]1 |f:2.3|. Reported procedure: A mixture of 5-benzylamino-1-cyclopropyl-6,8-difluoro-7-(4-methyl-1-piperazinyl)-1,4-dihydro-4-oxoquinoline-3-carboxylic acid (700 mg), 5% palladium-carbon (0.2 g), acetic acid (10 ml), and ethanol (15 ml) was stirred at room temperature for 30 minutes under a hydrogen stream. The catalyst was filtered off and the filtrate was evaporated under reduced pressure. After addition of water to the residue, the mixture was adjusted to pH 8 with aqueous ammonia. The resulting crystals were filtered to g... Yields the product C(C)OC(CCC1=CC=C(C=C1)C1=CC=C(C=C1)C1=C(C(=NO1)C)NC(CCC1=CC(=CC=C1)C(F)(F)F)C)=O (3-(4′-{3-Methyl-4-[1-methyl-3-(3-trifluoromethyl-phenyl)-propylamino]-isoxazol-5-yl}-biphenyl-4-yl)-propionic acid ethyl ester). Reactants: BrC1=CC=C(C=C1)C1=C(C(=NO1)C)NC(CCC1=CC(=CC=C1)C(F)(F)F)C ([5-(4-bromo-phenyl)-3-methyl-isoxazol-4-yl]-[1-methyl-3-(3-trifluoromethyl-phenyl)-propyl]-amine), C(C)OC(=O)CCC1=CC=C(C=C1)B(O)O ([4-(2-ethoxycarbonylethyl)phenyl]boronic acid). Procedure details: Prepared according to the procedure described in Example 1, Step 7, using [5-(4-bromo-phenyl)-3-methyl-isoxazol-4-yl]-[1-methyl-3-(3-trifluoromethyl-phenyl)-propyl]-amine and [4-(2-ethoxycarbonylethyl)phenyl]boronic acid. RXN SMILES: Br[C:2]1[CH:7]=[CH:6][C:5]([C:8]2[O:12][N:11]=[C:10]([CH3:13])[C:9]=2[NH:14][CH:15]([CH3:28])[CH2:16][CH2:17][C:18]2[CH:23]=[CH:22][CH:21]=[C:20]([C:24]([F:27])([F:26])[F:25])[CH:19]=2)=[CH:4][CH:3]=1.[CH2:29]([O:31][C:32]([CH2:34][CH2:35][C:36]1[CH:41]=[CH:40][C:39](B(O)O)=[CH:38][CH:37]=1)=[O:33])[CH3:30]>>[CH2:29]([O:31][C:32](=[O:33])[CH2:34][CH2:35][C:36]1[CH:41]=[CH:40][C:39]([C:2]2[CH:7]=[CH:6][C:5]([C:8]3[O:12][N:11]=[C:10]([CH3:13])[C:9]=3[NH:14][CH:15]([CH3:28])[CH2:16][CH2:17][C:18]3[CH:23]=[CH:22][CH:21]=[C:20]([C:24]([F:27])([F:26])[F:25])[CH:19]=3)=[CH:4][CH:3]=2)=[CH:38][CH:37]=1)[CH3:30]. Starting materials: [Br-], [Li]CCCC, C[P+](c1ccccc1)(c1ccccc1)c1ccccc1, C1CCOC1, O, CCN1CCC(=O)c2cccc(CSc3nc4ccccc4[nH]3)c21. RXN SMILES: [Br-:31].[CH2:1]([Li:2])[CH2:3][CH2:4][CH3:5].[CH3:32][P+:33]([c:34]1[cH:35][cH:36][cH:37][cH:38][cH:39]1)([c:40]1[cH:41][cH:42][cH:43][cH:44][cH:45]1)[c:46]1[cH:47][cH:48][cH:49][cH:50][cH:51]1.[O:52]1[CH2:53][CH2:54][CH2:55][CH2:56]1.[OH2:30].[n:6]1[c:7]([S:15][CH2:16][c:17]2[cH:18][cH:19][cH:20][c:21]3[c:26]2[N:25]([CH2:27][CH3:28])[CH2:24][CH2:23][C:22]3=[O:29])[nH:8][c:9]2[c:10]1[cH:11][cH:12][cH:13][cH:14]2>>[CH2:1]=[C:22]1[c:21]2[cH:20][cH:19][cH:18][c:17]([CH2:16][S:15][c:7]3[n:6][c:10]4[c:9]([nH:8]3)[cH:14][cH:13][cH:12][cH:11]4)[c:26]2[N:25]([CH2:27][CH3:28])[CH2:24][CH2:23]1. The product is C=C1CCN(CC)c2c(CSc3nc4ccccc4[nH]3)cccc21.